This data is from the Open Reaction Database (ORD), a public repository of structured organic reaction records. The task is: describe an organic reaction: reactants, conditions, products, and yield Reactants: C(CCOCCCCOCCCN)N (4,9-Dioxadodecane-1,12-diamine), C(CO)(=O)O (glycolic acid). The solvent is O (water). Reaction conditions: time 2 hour. Yields the product OCC(=O)NCCCOCCCCOCCCNC(CO)=O (1,12-di(hydroxyacetamido)-4,9-dioxadodecane). As a reaction SMILES: [CH2:1]([NH2:14])[CH2:2][CH2:3][O:4][CH2:5][CH2:6][CH2:7][CH2:8][O:9][CH2:10][CH2:11][CH2:12][NH2:13].[C:15]([OH:19])(=O)[CH2:16][OH:17]>O>[OH:19][CH2:15][C:16]([NH:13][CH2:12][CH2:11][CH2:10][O:9][CH2:8][CH2:7][CH2:6][CH2:5][O:4][CH2:3][CH2:2][CH2:1][NH:14][C:15](=[O:19])[CH2:16][OH:17])=[O:17]. Reported procedure: 4,9-Dioxadodecane-1,12-diamine (22.8 g, 0.112 mole) was placed in a 250 ml round bottom flask and glycolic acid (17.0 g, 0.224 mole) added portion-wise with stirring and cooling. The resultant liquid was heated in an oil bath to 185° C. whereupon distillation of water occurred. Heating was continued at 185° to 195° C. for 2 hours after which time distillation of water subsided and the liquid was poured into a crystallization dish. The resultant oil slowly crystallized in the form of large white ... Reported procedure: To a cooled (0° C.) solution of 2a,3,4,5-tetrahydro-2H-acenaphthylen-1-ol and diphenylphosphoryl azide (9.31 g) in toluene (90 ml) was added DBU (diazabicycloundecene) (5.04 mL), and the mixture was stirred at room temperature for 3 hr. The reaction mixture was poured into water, and the mixture was extracted with toluene. The combined organic layer was washed with water, dried over magnesium sulfate, and concentrated. The crude product was dissolved in a mixed solvent (77 ml) of THF/water (10:1... The reactants are O (water), C1(CC2CCCC3=CC=CC1=C23)O (2a,3,4,5-tetrahydro-2H-acenaphthylen-1-ol), C1(=CC=CC=C1)P(=O)(C1=CC=CC=C1)N=[N+]=[N-] (diphenylphosphoryl azide), C1(=NNCCCCCCCC1)C1=CCCCCCCCCC1 (DBU). As a reaction SMILES: [CH:1]1(O)[C:11]2=[C:12]3[C:7](=[CH:8][CH:9]=[CH:10]2)[CH2:6][CH2:5][CH2:4][CH:3]3[CH2:2]1.C1(P([N:28]=[N+]=[N-])(C2C=CC=CC=2)=O)C=CC=CC=1.C1(C2CCCCCCCCCC=2)CCCCCCCCNN=1.O>C1(C)C=CC=CC=1>[CH:1]1([NH2:28])[C:11]2=[C:12]3[C:7](=[CH:8][CH:9]=[CH:10]2)[CH2:6][CH2:5][CH2:4][CH:3]3[CH2:2]1. The solvent is C1(=CC=CC=C1)C (toluene). Yields the product C1(CC2CCCC3=CC=CC1=C23)N (1,2,2a,3,4,5-hexahydroacenaphthylen-1-ylamine). Reaction conditions: time 3 hour.